Dataset: the Open Reaction Database (ORD), a public repository of structured organic reaction records. Task: describe an organic reaction: reactants, conditions, products, and yield Starting materials: O=C(Cl)c1sccc1Br, C1COCCO1, CN1CCC(C(=O)c2cccc(N)n2)CC1. Product: Cl, CN1CCC(C(=O)c2cccc(NC(=O)c3sccc3Br)n2)CC1. RXN SMILES: [Br:17][c:18]1[c:19]([C:23](=[O:24])[Cl:25])[s:20][cH:21][cH:22]1.[CH2:26]1[O:27][CH2:28][CH2:29][O:30][CH2:31]1.[NH2:1][c:2]1[n:3][c:4]([C:8](=[O:9])[CH:10]2[CH2:11][CH2:12][N:13]([CH3:16])[CH2:14][CH2:15]2)[cH:5][cH:6][cH:7]1>>[ClH:25].[NH:1]([c:2]1[n:3][c:4]([C:8](=[O:9])[CH:10]2[CH2:11][CH2:12][N:13]([CH3:16])[CH2:14][CH2:15]2)[cH:5][cH:6][cH:7]1)[C:23]([c:19]1[c:18]([Br:17])[cH:22][cH:21][s:20]1)=[O:24]. Starting materials: NC=O, NC(CC(=O)O)C(=O)O. The product is O=CNC(CC(=O)O)C(=O)O. RXN SMILES: [CH:10](=[O:11])[NH2:12].[NH2:1][CH:2]([CH2:3][C:4]([OH:5])=[O:6])[C:7]([OH:8])=[O:9]>>[NH:1]([CH:2]([CH2:3][C:4]([OH:5])=[O:6])[C:7]([OH:8])=[O:9])[CH:10]=[O:11]. Starting materials: COC(=O)C1CCC(CC1)C1=CC=C(C=C1)C=CC1CCC(CC1)CCCCC (4-{4-[2-(4-pentyl-cyclohexyl)-vinyl]-phenyl}cyclohexane carboxylic acid methyl ester), resultant solution. Reagents/catalysts: [Pd] (Pd/C), [Pd] (Pd/C). The solvent is C1(=CC=CC=C1)C (toluene), C(C)O (ethanol). Yields the product COC(=O)C1CCC(CC1)C1=CC=C(C=C1)CCC1CCC(CC1)CCCCC (4-{4-[2-(4-pentyl-cyclohexyl)-ethyl]-phenyl}-cyclohexane carboxylic acid methyl ester). Yield: 87.9%. RXN SMILES: [CH3:1][O:2][C:3]([CH:5]1[CH2:10][CH2:9][CH:8]([C:11]2[CH:16]=[CH:15][C:14]([CH:17]=[CH:18][CH:19]3[CH2:24][CH2:23][CH:22]([CH2:25][CH2:26][CH2:27][CH2:28][CH3:29])[CH2:21][CH2:20]3)=[CH:13][CH:12]=2)[CH2:7][CH2:6]1)=[O:4]>C1(C)C=CC=CC=1.C(O)C.[Pd]>[CH3:1][O:2][C:3]([CH:5]1[CH2:6][CH2:7][CH:8]([C:11]2[CH:12]=[CH:13][C:14]([CH2:17][CH2:18][CH:19]3[CH2:20][CH2:21][CH:22]([CH2:25][CH2:26][CH2:27][CH2:28][CH3:29])[CH2:23][CH2:24]3)=[CH:15][CH:16]=2)[CH2:9][CH2:10]1)=[O:4]. Procedure details: 6.9 g (17.4 mmol) of 4-{4-[2-(4-pentyl-cyclohexyl)-vinyl]-phenyl}cyclohexane carboxylic acid methyl ester produced in Example 6-1 was dissolved in a mixture of toluene and ethanol (1:1 by volume %). 0.4 g of Pd/C was added to 200 mL of the resultant solution and reacted in hydrogenation reactor for 12 hours. After reaction, Pd/C was removed by filtration, concentrated under reduced pressure and recrystallized from chloroform and ethanol to obtain 6.1 g (88%) of 4-{4-[2-(4-pentyl-cyclohexyl)-ethy... The reactants are FC1=C(C=C(C=C1)CC=1NC(=C(N1)C=1C=C2C=CC=NC2=CC1)C1=NC(=CC=C1)C)O (2-fluoro-5-((5-(6-methylpyridin-2-yl)-4-(quinolin-6-yl)-1H-imidazol-2-yl)methyl)phenol), Cl.ClCCN1CCCC1 (1-(2-chloroethyl)pyrrolidine hydrochloride), C(=O)([O-])[O-].[K+].[K+] (K2CO3). Solvent: CC(=O)C (acetone), CN(C)C=O (DMF), O (H2O). Run at temperature 60 celsius, time 6 hour. Yields the product FC1=C(C=C(CC=2NC(=C(N2)C=2C=C3C=CC=NC3=CC2)C2=NC(=CC=C2)C)C=C1)OCCN1CCCC1 (6-(2-(4-fluoro-3-(2-(pyrrolidin-1-yl)ethoxy)benzyl)-5-(6-methylpyridin-2-yl)-1H-imidazol-4-yl)quinoline). Isolated yield 53.2%. Reaction SMILES: [F:1][C:2]1[CH:7]=[CH:6][C:5]([CH2:8][C:9]2[NH:10][C:11]([C:24]3[CH:29]=[CH:28][CH:27]=[C:26]([CH3:30])[N:25]=3)=[C:12]([C:14]3[CH:15]=[C:16]4[C:21](=[CH:22][CH:23]=3)[N:20]=[CH:19][CH:18]=[CH:17]4)[N:13]=2)=[CH:4][C:3]=1[OH:31].Cl.Cl[CH2:34][CH2:35][N:36]1[CH2:40][CH2:39][CH2:38][CH2:37]1.C([O-])([O-])=O.[K+].[K+]>CC(C)=O.CN(C=O)C.O>[F:1][C:2]1[CH:7]=[CH:6][C:5]([CH2:8][C:9]2[NH:10][C:11]([C:24]3[CH:29]=[CH:28][CH:27]=[C:26]([CH3:30])[N:25]=3)=[C:12]([C:14]3[CH:15]=[C:16]4[C:21](=[CH:22][CH:23]=3)[N:20]=[CH:19][CH:18]=[CH:17]4)[N:13]=2)=[CH:4][C:3]=1[O:31][CH2:34][CH2:35][N:36]1[CH2:40][CH2:39][CH2:38][CH2:37]1 |f:1.2,3.4.5|. Reported procedure: To a stirred solution of 2-fluoro-5-((5-(6-methylpyridin-2-yl)-4-(quinolin-6-yl)-1H-imidazol-2-yl)methyl)phenol (Example 81) (80 mg, 0.195 mmol) in acetone (6 mL) and DMF (3 mL) were added 1-(2-chloroethyl)pyrrolidine hydrochloride (50 mg, 0.292 mmol) and K2CO3 (81 mg, 0.585 mmol). The mixture was stirred at 60° C. for 6 hours, cooled to room temperature, and diluted with H2O (10 mL). The mixture was extracted with CH2Cl2 (25 mL, 3 times), and then the organic layer was dried over Na2SO4, filter... The reactants are BrC1=C(C=C(O[C@H]2C[C@H](C2)NC(OC(C)(C)C)=O)C=C1C)C (tert-Butyl cis-3-(4-bromo-3,5-dimethylphenoxy)cyclobutylcarbamate), FC(C(=O)O)(F)F (trifluoroacetic acid). The solvent is ClCCl (dichloromethane), C(=O)(O)[O-].[Na+] (NaHCO3). Run at temperature 0 celsius, time 5 hour. Product: BrC1=C(C=C(O[C@H]2C[C@H](C2)N)C=C1C)C (cis-3-(4-Bromo-3,5-dimethylphenoxy)cyclobutanamine). As a reaction SMILES: [Br:1][C:2]1[C:20]([CH3:21])=[CH:19][C:5]([O:6][C@@H:7]2[CH2:10][C@H:9]([NH:11]C(=O)OC(C)(C)C)[CH2:8]2)=[CH:4][C:3]=1[CH3:22].FC(F)(F)C(O)=O>ClCCl.C([O-])(O)=O.[Na+]>[Br:1][C:2]1[C:20]([CH3:21])=[CH:19][C:5]([O:6][C@@H:7]2[CH2:10][C@H:9]([NH2:11])[CH2:8]2)=[CH:4][C:3]=1[CH3:22] |f:3.4|. Procedure details: tert-Butyl cis-3-(4-bromo-3,5-dimethylphenoxy)cyclobutylcarbamate (200 mg) and trifluoroacetic acid (0.13 mL) are dissolved in dichloromethane (6 mL). The reaction mixture is stirred at 0° C. for 5 hours, diluted with a saturated aqueous solution of NaHCO3, dried (MgSO4) and concentrated to give the title compound. Yield: 400 mg. The reactants are ClC1=C(C=CC(=C1)C(=O)NC)OC1=CC2=C(CCN(CC2)C(=O)OC(C)(C)C)C=C1 (1,1-Dimethylethyl 7-({2-chloro-4-[(methylamino)carbonyl]phenyl}oxy)-1,2,4,5-tetrahydro-3H-3-benzazepine-3-carboxylate), C1(CCC1)=O (cyclobutanone). Yields the product ClC=1C=C(C(=O)NC)C=CC1OC1=CC2=C(CCN(CC2)C2CCC2)C=C1 (3-Chloro-4-[(3-cyclobutyl-2,3,4,5-tetrahydro-1H-3-benzazepin-7-yl)oxy]-N-methylbenzamide). Reaction SMILES: [Cl:1][C:2]1[CH:7]=[C:6]([C:8]([NH:10][CH3:11])=[O:9])[CH:5]=[CH:4][C:3]=1[O:12][C:13]1[CH:30]=[CH:29][C:16]2[CH2:17][CH2:18][N:19]([C:22](OC(C)(C)C)=O)[CH2:20][CH2:21][C:15]=2[CH:14]=1.[C:31]1(=O)[CH2:34]C[CH2:32]1>>[Cl:1][C:2]1[CH:7]=[C:6]([CH:5]=[CH:4][C:3]=1[O:12][C:13]1[CH:30]=[CH:29][C:16]2[CH2:17][CH2:18][N:19]([CH:22]3[CH2:34][CH2:31][CH2:32]3)[CH2:20][CH2:21][C:15]=2[CH:14]=1)[C:8]([NH:10][CH3:11])=[O:9]. Reported procedure: The title compound was prepared from 3-chloro-N-methyl-4-(2,3,4,5-tetrahydro-1H-3-benzazepin-7-yloxy)benzamide (E267, Step 4) and cyclobutanone using the method outlined in Example 264 Step 7 (36 mg, 57%) MS (ES+), m/e 385 & 387 [M+H]+. Starting materials: COC(C=1C(O)=CC=C(C1)Cl)=O (5-chlorosalicylic methyl ester), C1(CCCO1)=O (γ-butyrolactone), [Li+].C[Si](C)(C)[N-][Si](C)(C)C (LiHMDS), Cl (HCl), keto-ester. The solvent is C1CCOC1 (THF), O (H2O), C(Cl)Cl (CH2Cl2), C1CCOC1 (THF), CCCCCCC (Heptane), C1CCOC1 (THF), C1CCOC1 (THF). Reaction conditions: temperature -78 celsius, time 1.5 hour. Yields the product OCCC=1C(OC2=CC=C(C=C2C1O)Cl)=O (3-(2-Hydroxyethyl)-4-hydroxy-6-chlorocoumarin). Yield: 64.9%. Reaction SMILES: [C:1]1(=[O:6])[O:5][CH2:4][CH2:3][CH2:2]1.[Li+].C[Si]([N-][Si](C)(C)C)(C)C.CO[C:19](=[O:28])[C:20]1[C:21](=[CH:23][CH:24]=[C:25]([Cl:27])[CH:26]=1)[OH:22].Cl>C1COCC1.CCCCCCC.O.C(Cl)Cl>[OH:6][CH2:1][CH2:2][C:3]1[C:4](=[O:5])[O:22][C:21]2[C:20]([C:19]=1[OH:28])=[CH:26][C:25]([Cl:27])=[CH:24][CH:23]=2 |f:1.2|. Procedure details: To a solution of γ-butyrolactone (15.5 g, 178.0 mmol) in THF (100 mL) at −78° C. was added a 1.0 M THF solution of LiHMDS (356 mL, 356 mmol), and the resulting mixture stirred at −78° C. for 1.5 hours. A solution of 5-chlorosalicylic methyl ester (16.6 g, 98% purity, 89.0 mmol) in THF (95 mL) was added. After stirring for 1 hour at 0° C., the mixture was warmed to room temperature overnight to ensure complete reaction. After cooling to 0° C., conc. HCl (12 N, 150 mL) was slowly added to bring th... The reactants are N=1C=2C=CC=CC2C=CC1C, O=C(O)COCC=1C=CC=CC1. The reagents and catalysts are O=S(=O)(O)OOS(=O)(=O)O.N. Run in O, O=S(C)C. Reaction conditions: temperature 40 celsius, time 16 hour. Yields the product N=1C=2C=CC=CC2C(=CC1C)COCC=3C=CC=CC3. Yield: 68.0%. Reactants: C(C)O (ethanol), [Na] (sodium), N(CC(=O)OCC)(CC(=O)OCC)CC(=O)OCC (triethyl nitrilotriacetate), C(C(=O)OCC)(=O)OCC (diethyl oxalate), [Na] (sodium). Solvent: O (DI water), C(C)(=O)O (acetic acid). Product: C(C)OC(CN1C(=C(C(=C1C(=O)OCC)O)O)C(=O)OCC)=O (Diethyl 1-(2-ethoxy-2-oxoethyl)-3,4-dihydroxy-1H-pyrrole-2,5-dicarboxylate). The yield is 88.9%. RXN SMILES: C(O)C.[Na].[N:5]([CH2:18][C:19]([O:21][CH2:22][CH3:23])=[O:20])([CH2:12][C:13]([O:15][CH2:16][CH3:17])=[O:14])[CH2:6][C:7]([O:9][CH2:10][CH3:11])=[O:8].[C:24](OCC)(=[O:30])[C:25](OCC)=[O:26]>C(O)(=O)C.O>[CH2:16]([O:15][C:13](=[O:14])[CH2:12][N:5]1[C:18]([C:19]([O:21][CH2:22][CH3:23])=[O:20])=[C:25]([OH:26])[C:24]([OH:30])=[C:6]1[C:7]([O:9][CH2:10][CH3:11])=[O:8])[CH3:17] |^1:3|. Procedure details: To a 1000-mL round bottom flask was added containing a stir bar, and argon atmosphere, and outfitted with a reflux condenser was added ethanol (200 proof, 500 mL) and sodium metal (21.31 g, 927 mmol). When the sodium was completely dissolved, a mixture of triethyl nitrilotriacetate (56.20 g, 204 mmol) and diethyl oxalate (29.44 g, 204 mmol) was added. The mixture was refluxed overnight, whereupon it became a clear, gelatinous solution. After cooling to room temperature, the mixture was poured in...